From a dataset of the Open Reaction Database (ORD), a public repository of structured organic reaction records. describe an organic reaction: reactants, conditions, products, and yield Starting materials: CCC(=O)Cl, CCOCC, NC(CO)C(=O)O, O=C(O)C(F)(F)F. The product is CCC(=O)OCC(N)C(=O)O. RXN SMILES: [C:15]([CH2:16][CH3:17])(=[O:18])[Cl:19].[CH3:20][CH2:21][O:22][CH2:23][CH3:24].[NH2:1][CH:2]([CH2:3][OH:4])[C:5]([OH:6])=[O:7].[OH:8][C:9]([C:10]([F:11])([F:12])[F:13])=[O:14]>>[NH2:1][CH:2]([CH2:3][O:4][C:15]([CH2:16][CH3:17])=[O:18])[C:5]([OH:6])=[O:7]. The reactants are CN(C)C=O, O=C(Cl)C(=O)Cl, ClCCl, O=C(O)c1cc(C(F)(F)F)nc2c(OC(F)F)cccc12. Product: O=C(Cl)c1cc(C(F)(F)F)nc2c(OC(F)F)cccc12. RXN SMILES: [CH3:28][N:29]([CH3:30])[CH:31]=[O:32].[Cl:22][C:23]([C:24]([Cl:25])=[O:26])=[O:27].[Cl:33][CH2:34][Cl:35].[F:1][CH:2]([O:3][c:4]1[cH:5][cH:6][cH:7][c:8]2[c:9]([C:18](=[O:19])[OH:20])[cH:10][c:11]([C:14]([F:15])([F:16])[F:17])[n:12][c:13]12)[F:21]>>[F:1][CH:2]([O:3][c:4]1[cH:5][cH:6][cH:7][c:8]2[c:9]([C:18](=[O:19])[Cl:22])[cH:10][c:11]([C:14]([F:15])([F:16])[F:17])[n:12][c:13]12)[F:21]. As a reaction SMILES: BrC1C=CC([NH:6][C:7]2[C:16]3[C:11](=[CH:12][C:13](O)=[C:14](OC)[CH:15]=3)[N:10]=[CH:9]C=2)=C(F)C=1.OCCCN1CCCC1=O.C1(P(C2C=CC=CC=2)C2C=CC=CC=2)C=CC=CC=1.N(C(OCC)=O)=NC(OCC)=O.C(Cl)[Cl:65]>>[ClH:65].[N:10]1[C:11]2[C:16](=[CH:15][CH:14]=[CH:13][CH:12]=2)[CH:7]=[N:6][CH:9]=1 |f:5.6|. Yields the product Cl.N1=CN=CC2=CC=CC=C12 (quinazoline hydrochloride). Reported procedure: Using a method analogous to that in Example 47, 4-(4-bromo-2-fluoroanilino)7-hydroxy-6-methoxyquinoline (146 mg, 0. mmol) in methylene chloride (5 ml) was treated with 1-(3hydroxypropyl)-2-pyrrolidinone (86 mg, 0.6 mmol), triphenylphosphine (314 mg, 1.2 mmol) and diethyl azodicarboxylate (209 mg, 1.2 mmol) and was purified and isolated to give 4-(4-bromo-2-fluoroanilino)-methoxy-73(oxopyrrolidin-1-yl)propoxy)quinazoline hydrochloride (140 mg, 67%). The reactants are OCCCN1C(CCC1)=O (1-(3hydroxypropyl)-2-pyrrolidinone), C1(=CC=CC=C1)P(C1=CC=CC=C1)C1=CC=CC=C1 (triphenylphosphine), N(=NC(=O)OCC)C(=O)OCC (diethyl azodicarboxylate), BrC1=CC(=C(NC2=CC=NC3=CC(=C(C=C23)OC)O)C=C1)F (4-(4-bromo-2-fluoroanilino)7-hydroxy-6-methoxyquinoline), C(Cl)Cl (methylene chloride). Isolated yield 67.0%. As a reaction SMILES: [CH:1]([O:4][C:5]([N:7]1[CH2:12][CH2:11][CH:10]([O:13][C:14]2[C:19]([CH3:20])=[C:18](Cl)[N:17]=[CH:16][N:15]=2)[CH2:9][CH2:8]1)=[O:6])([CH3:3])[CH3:2].[Cl:22][C:23]1[N:28]=[C:27]([CH3:29])[C:26]([OH:30])=[CH:25][CH:24]=1.C(=O)([O-])[O-].[K+].[K+]>CN(C=O)C>[CH:1]([O:4][C:5]([N:7]1[CH2:12][CH2:11][CH:10]([O:13][C:14]2[C:19]([CH3:20])=[C:18]([O:30][C:26]3[C:27]([CH3:29])=[N:28][C:23]([Cl:22])=[CH:24][CH:25]=3)[N:17]=[CH:16][N:15]=2)[CH2:9][CH2:8]1)=[O:6])([CH3:3])[CH3:2] |f:2.3.4|. The yield is 70.8%. Reactants: C(C)(C)OC(=O)N1CCC(CC1)OC1=NC=NC(=C1C)Cl (4-(6-chloro-5-methyl-pyrimidin-4-yloxy)-piperidine-1-carboxylic acid isopropyl ester), ClC1=CC=C(C(=N1)C)O (6-chloro-2-methyl-pyridin-3-ol), C([O-])([O-])=O.[K+].[K+] (potassium carbonate). Conditions: temperature 150 celsius. Procedure: A mixture of 4-(6-chloro-5-methyl-pyrimidin-4-yloxy)-piperidine-1-carboxylic acid isopropyl ester (1.03 g, 3.27 mmol), 6-chloro-2-methyl-pyridin-3-ol (470 mg, 3.27 mmol), and potassium carbonate (903 mg, 6.53 mmol) in 15 mL DMF were heated in microwave for 1 hour at 150° C. The mixture was purified to give Compound C65 as a white solid (0.975 g, 71%). 1H NMR (CDCl3, 400 MHz) δ 0.92-0.94 (d, 6H), 1.74-1.82 (m, 2H), 1.95-2.02 (m, 2H), 2.19 (s, 3H), 2.47 (s, 3H), 3.39-3.45 (m, 2H), 3.74-3.79 (m, 2H... Run in CN(C)C=O (DMF). The product is C(C)(C)OC(=O)N1CCC(CC1)OC1=NC=NC(=C1C)OC=1C(=NC(=CC1)Cl)C (4-[6-(6-Chloro-2-methyl-pyridin-3-yloxy)-5-methyl-pyrimidin-4-yloxy]-piperidine-1-carboxylic acid isopropyl ester). Starting materials: S(=O)(Cl)Cl (thionyl chloride), [Na+].CC1=C(N=C(O1)C1=CC=CC=C1)COC1=CC=C(C=C1)S(=O)(=O)[O-] (4-(5-methyl-2-phenyl-oxazol-4-ylmethoxy)-benzenesulfonic acid sodium salt). The reagents and catalysts are CN(C=O)C (N,N-dimethylformamide). Run at temperature 0 celsius, time 10 minute. The product is CC1=C(N=C(O1)C1=CC=CC=C1)COC1=CC=C(C=C1)S(=O)(=O)Cl (4-(5-methyl-2-phenyl-oxazol-4-ylmethoxy)-benzenesulfonyl chloride). RXN SMILES: S(Cl)([Cl:3])=O.[Na+].[CH3:6][C:7]1[O:11][C:10]([C:12]2[CH:17]=[CH:16][CH:15]=[CH:14][CH:13]=2)=[N:9][C:8]=1[CH2:18][O:19][C:20]1[CH:25]=[CH:24][C:23]([S:26]([O-:29])(=O)=[O:27])=[CH:22][CH:21]=1>CN(C)C=O>[CH3:6][C:7]1[O:11][C:10]([C:12]2[CH:17]=[CH:16][CH:15]=[CH:14][CH:13]=2)=[N:9][C:8]=1[CH2:18][O:19][C:20]1[CH:25]=[CH:24][C:23]([S:26]([Cl:3])(=[O:29])=[O:27])=[CH:22][CH:21]=1 |f:1.2|. Procedure details: To a solution of thionyl chloride (8.0 mL) and 2 drops of N,N-dimethylformamide stirring under nitrogen at 0° C. is added the title B compound, 4-(5-methyl-2-phenyl-oxazol-4-ylmethoxy)-benzenesulfonic acid sodium salt (1.42 g, 3.8 mmol) in one portion. The resulting suspension is stirred at 0° C. for 10 minutes. The ice bath is removed and the suspension is stirred at room temperature for 1.5 hours. Three more drops of N,N-dimethyl-formamide is added, after which a clear solution results upon st... Starting materials: OC1=C(N(S(C2=C1C=CC=C2)(=O)=O)C)C(=O)OC (methyl 4-hydroxy-2-methyl-2H-1,2-benzothiazine-3-carboxylate-1,1-dioxide), NC1=NC(=CN=C1)Cl (2-amino-6-chloro-pyrazine), C=1(C(=CC=CC1)C)C (xylene). Run in CO (methanol). Reaction conditions: time 8 hour. The product is ClC1=CN=CC(=N1)NC(=O)C=1N(S(C2=C(C1O)C=CC=C2)(=O)=O)C (N-(6-chloro-pyrazin-2-yl)-4-hydroxy-2-methyl-2H-1,2-benzothiazine-3-carboxamide-1,1-dioxide). Yield: 65.4%. RXN SMILES: [OH:1][C:2]1[C:7]2[CH:8]=[CH:9][CH:10]=[CH:11][C:6]=2[S:5](=[O:13])(=[O:12])[N:4]([CH3:14])[C:3]=1[C:15]([O:17]C)=O.[NH2:19][C:20]1[CH:25]=[N:24][CH:23]=[C:22]([Cl:26])[N:21]=1.C1(C)C(C)=CC=CC=1>CO>[Cl:26][C:22]1[N:21]=[C:20]([NH:19][C:15]([C:3]2[N:4]([CH3:14])[S:5](=[O:12])(=[O:13])[C:6]3[CH:11]=[CH:10][CH:9]=[CH:8][C:7]=3[C:2]=2[OH:1])=[O:17])[CH:25]=[N:24][CH:23]=1. Reported procedure: A mixture of 9.0 g (33 mmols) of methyl 4-hydroxy-2-methyl-2H-1,2-benzothiazine-3-carboxylate-1,1-dioxide, 4.36 g (33 mmols) of 2-amino-6-chloro-pyrazine and 1200 ml of xylene was refluxed for 24 hours in a nitrogen atmosphere. The methanol formed by the reaction was removed with the aid of a 4 Å molecular sieve arranged in a Soxhlet attachment. After cooling and standing overnight, the crystals were filtered off and recrystallized from dioxane. 7.91 g (64% of theory) of N-(6-chloro-pyrazin-2-yl... Reactants: [Al+3], Cc1ccccc1, CN(C)C=O, COc1ccc(C(=O)O)c(C)c1, ClC(Cl)Cl, [Cl-], [Cl-], [Cl-], O=C(Cl)C(=O)Cl, Cl. The product is COc1ccc(C(=O)c2ccc(C)cc2)c(C)c1. RXN SMILES: [Al+3:27].[CH3:19][c:20]1[cH:21][cH:22][cH:23][cH:24][cH:25]1.[CH3:35][N:36]([CH3:37])[CH:38]=[O:39].[CH3:7][O:8][c:9]1[cH:10][c:11]([CH3:18])[c:12]([C:13](=[O:14])[OH:15])[cH:16][cH:17]1.[CH:31]([Cl:32])([Cl:33])[Cl:34].[Cl-:26].[Cl-:28].[Cl-:29].[Cl:1][C:2]([C:3]([Cl:4])=[O:5])=[O:6].[ClH:30]>>[CH3:7][O:8][c:9]1[cH:10][c:11]([CH3:18])[c:12]([C:13](=[O:15])[c:23]2[cH:22][cH:21][c:20]([CH3:19])[cH:25][cH:24]2)[cH:16][cH:17]1.